From a dataset of the Open Reaction Database (ORD), a public repository of structured organic reaction records. describe an organic reaction: reactants, conditions, products, and yield Starting materials: Cl.C1(CC1)COC1=C(C=CC(=C1)F)C=1C2=C(N=CN1)C(=C(N2)C)C(=O)NC2CCNCC2 (4-[2-(cyclopropylmethoxy)-4-fluorophenyl]-6-methyl-N-piperidin-4-yl-5H-pyrrolo[3,2-d]pyrimidine-7-carboxamide hydrochloride), C(C)(=O)Cl (acetyl chloride). The product is C(C)(=O)N1CCC(CC1)NC(=O)C1=C(NC2=C1N=CN=C2C2=C(C=C(C=C2)F)OCC2CC2)C (N-(1-acetylpiperidin-4-yl)-4-[2-(cyclopropylmethoxy)-4-fluorophenyl]-6-methyl-5H-pyrrolo[3,2-d]pyrimidine-7-carboxamide). As a reaction SMILES: Cl.[CH:2]1([CH2:5][O:6][C:7]2[CH:12]=[C:11]([F:13])[CH:10]=[CH:9][C:8]=2[C:14]2[C:15]3[NH:22][C:21]([CH3:23])=[C:20]([C:24]([NH:26][CH:27]4[CH2:32][CH2:31][NH:30][CH2:29][CH2:28]4)=[O:25])[C:16]=3[N:17]=[CH:18][N:19]=2)[CH2:4][CH2:3]1.[C:33](Cl)(=[O:35])[CH3:34]>>[C:33]([N:30]1[CH2:29][CH2:28][CH:27]([NH:26][C:24]([C:20]2[C:16]3[N:17]=[CH:18][N:19]=[C:14]([C:8]4[CH:9]=[CH:10][C:11]([F:13])=[CH:12][C:7]=4[O:6][CH2:5][CH:2]4[CH2:4][CH2:3]4)[C:15]=3[NH:22][C:21]=2[CH3:23])=[O:25])[CH2:32][CH2:31]1)(=[O:35])[CH3:34] |f:0.1|. Procedure: Starting from 4-[2-(cyclopropylmethoxy)-4-fluorophenyl]-6-methyl-N-piperidin-4-yl-5H-pyrrolo[3,2-d]pyrimidine-7-carboxamide hydrochloride (example D.f6) and commercially available acetyl chloride the title compound is obtained as colorless solid. The reactants are O=C([O-])[O-], Cc1ccc2[nH]c(=O)oc(=O)c2c1, CN(C)C=O, CI, [K+], [K+], O. The product is Cc1ccc2c(c1)c(=O)oc(=O)n2C. Reaction SMILES: [C:14](=[O:15])([O-:16])[O-:17].[CH3:1][c:2]1[cH:3][cH:4][c:5]2[c:6]([c:7](=[O:12])[o:8][c:9](=[O:11])[nH:10]2)[cH:13]1.[CH3:20][N:21]([CH3:22])[CH:23]=[O:24].[CH3:25][I:26].[K+:18].[K+:19].[OH2:27]>>[CH3:1][c:2]1[cH:3][cH:4][c:5]2[c:6]([c:7](=[O:12])[o:8][c:9](=[O:11])[n:10]2[CH3:14])[cH:13]1. Procedure details: 1.21 g (3.77 mmol) of Compound 80 obtained in Example 80 (3) was dissolved in 10 mL of pyridine, 0.46 mL (3.77 mmol) of pivaloyl chloride was added under ice-cooling and the mixture was stirred at the same temperature for 1 hour. The reaction solution was poured into ice water and the precipitated crystals were collected by filtration to give 1.48 g of 5-amino-6,8-difluoro-2-(3-fluoro-4-pivaloylaminophenyl)-7-methyl-4H-1-benzopyran-4-one (yield: 97%). The solvent is N1=CC=CC=C1 (pyridine). Yield: 97.1%. Run at time 1 hour. Yields the product NC1=C(C(=C(C2=C1C(C=C(O2)C2=CC(=C(C=C2)NC(C(C)(C)C)=O)F)=O)F)C)F (5-amino-6,8-difluoro-2-(3-fluoro-4-pivaloylaminophenyl)-7-methyl-4H-1-benzopyran-4-one). Reaction SMILES: [NH2:1][C:2]1[C:7]2[C:8](=[O:20])[CH:9]=[C:10]([C:12]3[CH:17]=[CH:16][C:15]([NH2:18])=[C:14]([F:19])[CH:13]=3)[O:11][C:6]=2[C:5]([F:21])=[C:4]([CH3:22])[C:3]=1[F:23].[C:24](Cl)(=[O:29])[C:25]([CH3:28])([CH3:27])[CH3:26]>N1C=CC=CC=1>[NH2:1][C:2]1[C:7]2[C:8](=[O:20])[CH:9]=[C:10]([C:12]3[CH:17]=[CH:16][C:15]([NH:18][C:24](=[O:29])[C:25]([CH3:28])([CH3:27])[CH3:26])=[C:14]([F:19])[CH:13]=3)[O:11][C:6]=2[C:5]([F:21])=[C:4]([CH3:22])[C:3]=1[F:23]. The reactants are C(C(C)(C)C)(=O)Cl (pivaloyl chloride), NC1=C(C(=C(C2=C1C(C=C(O2)C2=CC(=C(C=C2)N)F)=O)F)C)F (5-Amino-2-(4-amino-3-fluorophenyl)-6,8-difluoro-7-methyl-4H-1-benzopyran-4-one), ice water. Starting materials: N1CCOCC1 (morpholine), ClCCOC1=C(C=C2C(=NC=NC2=C1)O)OC (7-(2-chloro-ethoxy)-6-methoxy-quinazolin-4-ol). The solvent is C(Cl)Cl (DCM). Reaction conditions: temperature 100 celsius. Product: OC1=NC=NC2=CC(=C(C=C12)OC)OCCN1CCOCC1 (4-hydroxy-6-methoxy-7-(2-morpholinoethoxy)quinazoline). Isolated yield 46.0%. RXN SMILES: [NH:1]1[CH2:6][CH2:5][O:4][CH2:3][CH2:2]1.Cl[CH2:8][CH2:9][O:10][C:11]1[CH:20]=[C:19]2[C:14]([C:15]([OH:21])=[N:16][CH:17]=[N:18]2)=[CH:13][C:12]=1[O:22][CH3:23]>C(Cl)Cl>[OH:21][C:15]1[C:14]2[C:19](=[CH:20][C:11]([O:10][CH2:9][CH2:8][N:1]3[CH2:6][CH2:5][O:4][CH2:3][CH2:2]3)=[C:12]([O:22][CH3:23])[CH:13]=2)[N:18]=[CH:17][N:16]=1. Procedure: To morpholine (5 mL) was added 7-(2-chloro-ethoxy)-6-methoxy-quinazolin-4-ol (600 mg, 2.36 mmol) from Example 35A and the mixture heated at 100° C. for 4 hours. After cooling to room temperature, the mixture was diluted with DCM and filtered. The resulting solid was washed with MeOH and H2O to give 4-hydroxy-6-methoxy-7-(2-morpholinoethoxy)quinazoline (328 mg, 1.07 mmol, 46%). 1H NMR (300 MHz, DMSO-d6) δ 12.08 (br s, 1H), 7.98 (s, 1H), 7.44 (s, 1H), 7.17 (s, 1H), 4.23 (t, 2H), 3.87 (s, 3H), 3.58... Starting materials: CC(=O)OCC1OC(OC2C(COC(C)=O)OC(Oc3ccc([N+](=O)[O-])cc3)C(OC(C)=O)C2OC(C)=O)C(OC(C)=O)C(OC(C)=O)C1OC(C)=O, CC(=O)O. The product is CC(=O)OCC1OC(OC2C(COC(C)=O)OC(Oc3ccc(N)cc3)C(OC(C)=O)C2OC(C)=O)C(OC(C)=O)C(OC(C)=O)C1OC(C)=O. RXN SMILES: [C:1]([CH3:2])(=[O:3])[O:4][CH:5]1[CH:6]([O:7][c:8]2[cH:9][cH:10][c:11]([N+:14]([O-:15])=[O:16])[cH:12][cH:13]2)[O:17][CH:18]([CH2:49][O:50][C:51]([CH3:52])=[O:53])[CH:19]([O:25][CH:26]2[CH:27]([O:28][C:29]([CH3:30])=[O:31])[CH:32]([O:33][C:34]([CH3:35])=[O:36])[CH:37]([O:38][C:39]([CH3:40])=[O:41])[CH:42]([CH2:44][O:45][C:46]([CH3:47])=[O:48])[O:43]2)[CH:20]1[O:21][C:22]([CH3:23])=[O:24].[CH3:54][C:55](=[O:56])[OH:57]>>[C:1]([CH3:2])(=[O:3])[O:4][CH:5]1[CH:6]([O:7][c:8]2[cH:9][cH:10][c:11]([NH2:14])[cH:12][cH:13]2)[O:17][CH:18]([CH2:49][O:50][C:51]([CH3:52])=[O:53])[CH:19]([O:25][CH:26]2[CH:27]([O:28][C:29]([CH3:30])=[O:31])[CH:32]([O:33][C:34]([CH3:35])=[O:36])[CH:37]([O:38][C:39]([CH3:40])=[O:41])[CH:42]([CH2:44][O:45][C:46]([CH3:47])=[O:48])[O:43]2)[CH:20]1[O:21][C:22]([CH3:23])=[O:24]. Starting materials: ClC1=NC2=CC=C(C=C2C(=C1C)Cl)F (2,4-dichloro-6-fluoro-3-methylquinoline), C(CCC)[Sn](C1=NC=CC=C1)(CCCC)CCCC (2-(tributylstannyl)pyridine). The reagents and catalysts are C=1C=CC(=CC1)[P](C=2C=CC=CC2)(C=3C=CC=CC3)[Pd]([P](C=4C=CC=CC4)(C=5C=CC=CC5)C=6C=CC=CC6)([P](C=7C=CC=CC7)(C=8C=CC=CC8)C=9C=CC=CC9)[P](C=1C=CC=CC1)(C=1C=CC=CC1)C=1C=CC=CC1 (tetrakis(triphenylphosphine)palladium(0)). Solvent: C1(=CC=CC=C1)C (toluene). Run at temperature 110 celsius. The product is ClC1=C(C(=NC2=CC=C(C=C12)F)C1=NC=CC=C1)C (4-Chloro-6-fluoro-3-methyl-2-(pyridin-2-yl)quinoline). As a reaction SMILES: Cl[C:2]1[C:11]([CH3:12])=[C:10]([Cl:13])[C:9]2[C:4](=[CH:5][CH:6]=[C:7]([F:14])[CH:8]=2)[N:3]=1.C([Sn](CCCC)(CCCC)[C:20]1[CH:25]=[CH:24][CH:23]=[CH:22][N:21]=1)CCC>C1(C)C=CC=CC=1.C1C=CC([P]([Pd]([P](C2C=CC=CC=2)(C2C=CC=CC=2)C2C=CC=CC=2)([P](C2C=CC=CC=2)(C2C=CC=CC=2)C2C=CC=CC=2)[P](C2C=CC=CC=2)(C2C=CC=CC=2)C2C=CC=CC=2)(C2C=CC=CC=2)C2C=CC=CC=2)=CC=1>[Cl:13][C:10]1[C:9]2[C:4](=[CH:5][CH:6]=[C:7]([F:14])[CH:8]=2)[N:3]=[C:2]([C:20]2[CH:25]=[CH:24][CH:23]=[CH:22][N:21]=2)[C:11]=1[CH3:12] |^1:44,46,65,84|. Procedure details: Prepared according to general Procedure E using 2,4-dichloro-6-fluoro-3-methylquinoline (250 mg, 1.1 mmol), 2-(tributylstannyl)pyridine (400 mg, 1.1 mmol), tetrakis(triphenylphosphine)palladium(0) (63 mg, 0.05 mmol) in toluene (5 mL) and heating at 110° C. overnight. After purification 4-chloro-6-fluoro-3-methyl-2-(pyridin-2-yl)quinoline was obtained as a white solid. Starting materials: C(C1=CC=CC=C1)N([C@@H](CC(=O)OC)C(C1=C(C=C(C(=C1)F)F)F)=O)CC1=CC=CC=C1 ((S)-methyl 3-(dibenzylamino)-4-oxo-4-(2,4,5-trifluorophenyl)butanoate), [H][H] (hydrogen). The reagents and catalysts are [Pd] (Pd/C). Run in C(C)O (ethanol). Conditions: time 5 hour. Yields the product N[C@@H](CC(=O)O)CC1=C(C=C(C(=C1)F)F)F ((R)-3-amino-4-(2,4,5-trifluorophenyl)butanoic acid). The yield is 92.8%. RXN SMILES: C([N:8](CC1C=CC=CC=1)[C@H:9]([C:15](=O)[C:16]1[CH:21]=[C:20]([F:22])[C:19]([F:23])=[CH:18][C:17]=1[F:24])[CH2:10][C:11]([O:13]C)=[O:12])C1C=CC=CC=1.[H][H]>C(O)C.[Pd]>[NH2:8][C@H:9]([CH2:15][C:16]1[CH:21]=[C:20]([F:22])[C:19]([F:23])=[CH:18][C:17]=1[F:24])[CH2:10][C:11]([OH:13])=[O:12]. Procedure details: To a solution of 3 g (S)-methyl 3-(dibenzylamino)-4-oxo-4-(2,4,5-trifluorophenyl)butanoate in 100 ml ethanol, was added 0.5 g of 10% Pd/C under an atmosphere of nitrogen. The atmosphere of nitrogen was replace with an atmosphere of hydrogen, and the reaction was carried out at 25° C. for 5 h. After completion of the reaction, the reaction mixture was filtered through diatomite. The filtrate was concentrated, and the pH was adjusted to 5˜6 by addition of 10% hydrochloric acid. The aqueous layer w... The reactants are CO, O=[N+]([O-])c1ccc2c(c1)OCC(CO)O2. RXN SMILES: [CH3:16][OH:17].[N+:1]([O-:2])(=[O:3])[c:4]1[cH:5][c:6]2[c:7]([cH:14][cH:15]1)[O:8][CH:9]([CH2:12][OH:13])[CH2:10][O:11]2>>[NH2:1][c:4]1[cH:5][c:6]2[c:7]([cH:14][cH:15]1)[O:8][CH:9]([CH2:12][OH:13])[CH2:10][O:11]2. Product: Nc1ccc2c(c1)OCC(CO)O2. Procedure details: 5.5 ml of H2O2 (30%) are added to a suspension of 11.25 g of 2-methylthio ethylammonium malate in 50 ml of methanol. The temperature is reduced to 30° C during this addition. The solution obtained is agitated for 4 hours. The sulfoxide formed is precipitated by the addition of ethanol while cooling, yielding 11.2 g of a white product melting at 106° C. Solvent: CO (methanol). Product: C(C(O)CC(=O)[O-])(=O)[O-].CS(=O)CC[NH3+].CS(=O)CC[NH3+] (2-methylsulfinyl ethylammonium malate). Run at time 4 hour. As a reaction SMILES: OO.[C:3]([O-:11])(=[O:10])[CH:4]([CH2:6][C:7]([O-:9])=[O:8])[OH:5].[CH3:12][S:13][CH2:14][CH2:15][NH3+:16].[CH3:17][S:18][CH2:19][CH2:20][NH3+:21]>CO>[C:3]([O-:11])(=[O:10])[CH:4]([CH2:6][C:7]([O-:9])=[O:8])[OH:5].[CH3:12][S:13]([CH2:14][CH2:15][NH3+:16])=[O:5].[CH3:17][S:18]([CH2:19][CH2:20][NH3+:21])=[O:5] |f:1.2.3,5.6.7|. Reactants: OO (H2O2), C(C(O)CC(=O)[O-])(=O)[O-].CSCC[NH3+].CSCC[NH3+] (2-methylthio ethylammonium malate). Run in C1CCOC1 (THF). RXN SMILES: [Cl:1]C(OCC)=O.[CH3:7][O:8][C:9](=[O:31])[CH:10]=[N:11][O:12][CH2:13][C:14]1[CH2:19][C:18]([CH3:20])=[C:17]([CH3:21])[CH2:16][C:15]=1[CH2:22]N1CC(C)OC(C)C1>C1COCC1>[CH3:7][O:8][C:9](=[O:31])[CH:10]=[N:11][O:12][CH2:13][C:14]1[CH2:19][C:18]([CH3:20])=[C:17]([CH3:21])[CH2:16][C:15]=1[CH2:22][Cl:1]. Procedure details: 1.4 ml of ethyl chloroformate are added to a solution of 2.1 g of methyl[2-(2,6-dimethylmorpholin-4-ylmethyl)-4,5-dimethylcyclohexa-1,4-dienyl]methoxyiminoacetate in 25 ml of THF. The mixture is now heated for 20 hours at 70°. After the mixture has been evaporated, the residue is chromatographed on silica gel (ether/hexane 1:2). This gives 1.2 g of crystals of the title compound of melting point 65-68°. Starting materials: ClC(=O)OCC (ethyl chloroformate), COC(C=NOCC1=C(CC(=C(C1)C)C)CN1CC(OC(C1)C)C)=O (methyl[2-(2,6-dimethylmorpholin-4-ylmethyl)-4,5-dimethylcyclohexa-1,4-dienyl]methoxyiminoacetate). Product: COC(C=NOCC1=C(CC(=C(C1)C)C)CCl)=O (Methyl(2-chloromethyl-4,5-dimethylcyclohexa-1,4-dienyl)methoxyiminoacetate).